From a dataset of the Open Reaction Database (ORD), a public repository of structured organic reaction records. describe an organic reaction: reactants, conditions, products, and yield Reactants: IC1=CC=C(C=C1)NC1=NC=CC=N1 (N-(4-iodophenyl)pyrimidin-2-amine), [H-].[Na+] (sodium hydride), O (Water), CI (Methyl iodide). Run in CN(C)C=O (DMF), CN(C)C=O (DMF). Conditions: time 75 minute. Yields the product IC1=CC=C(C=C1)N(C1=NC=CC=N1)C (N-(4-iodophenyl)-N-methylpyrimidin-2-amine). RXN SMILES: [I:1][C:2]1[CH:7]=[CH:6][C:5]([NH:8][C:9]2[N:14]=[CH:13][CH:12]=[CH:11][N:10]=2)=[CH:4][CH:3]=1.[H-].[Na+].[CH3:17]I.O>CN(C=O)C>[I:1][C:2]1[CH:3]=[CH:4][C:5]([N:8]([CH3:17])[C:9]2[N:10]=[CH:11][CH:12]=[CH:13][N:14]=2)=[CH:6][CH:7]=1 |f:1.2|. Procedure details: Under an argon atmosphere, a solution of N-(4-iodophenyl)pyrimidin-2-amine (1.47 g) in anhydrous DMF (10 ml) was added dropwise to a suspension of sodium hydride (218 mg) in anhydrous DMF (8 ml), and the resulting mixture was stirred at room temperature for 75 minutes. Methyl iodide (0.37 ml) was added dropwise to the reaction solution and the resulting mixture was stirred at room temperature for another 1 hour. Water was added thereto and the resulting mixture was extracted with ethyl acetate. ...